Dataset: the Open Reaction Database (ORD), a public repository of structured organic reaction records. Task: describe an organic reaction: reactants, conditions, products, and yield Starting materials: ClC1=CC=C(CNC(=O)C2=CN(C3=C(C=C(C=C3C2=O)I)F)C)C=C1 (N-(4-chlorobenzyl)-8-fluoro-6-iodo-1-methyl-4-oxo-1,4-dihydro-3-quinolinecarboxamide), 14, C(C#C)O (propargyl alcohol). The reagents and catalysts are [Cu]I (CuI), Cl[Pd]([P](C1=CC=CC=C1)(C2=CC=CC=C2)C3=CC=CC=C3)([P](C4=CC=CC=C4)(C5=CC=CC=C5)C6=CC=CC=C6)Cl (PdCl2(PPh3)2). Solvent: C(C)NCC (diethylamine), C(Cl)Cl (CH2Cl2). Product: ClC1=CC=C(CNC(=O)C2=CN(C3=C(C=C(C=C3C2=O)C#CCO)F)C)C=C1 (N-(4-Chlorobenzyl)-8-fluoro-6-(3-hydroxy-1-propynyl)-1-methyl-4-oxo-1,4-dihydro-3-quinolinecarboxamide). Reaction SMILES: [Cl:1][C:2]1[CH:25]=[CH:24][C:5]([CH2:6][NH:7][C:8]([C:10]2[C:19](=[O:20])[C:18]3[C:13](=[C:14]([F:22])[CH:15]=[C:16](I)[CH:17]=3)[N:12]([CH3:23])[CH:11]=2)=[O:9])=[CH:4][CH:3]=1.[CH2:26]([OH:29])[C:27]#[CH:28]>C(NCC)C.C(Cl)Cl.[Cu]I.Cl[Pd](Cl)([P](C1C=CC=CC=1)(C1C=CC=CC=1)C1C=CC=CC=1)[P](C1C=CC=CC=1)(C1C=CC=CC=1)C1C=CC=CC=1>[Cl:1][C:2]1[CH:25]=[CH:24][C:5]([CH2:6][NH:7][C:8]([C:10]2[C:19](=[O:20])[C:18]3[C:13](=[C:14]([F:22])[CH:15]=[C:16]([C:28]#[C:27][CH2:26][OH:29])[CH:17]=3)[N:12]([CH3:23])[CH:11]=2)=[O:9])=[CH:4][CH:3]=1 |^1:42,61|. Procedure: A mixture of N-(4-chlorobenzyl)-8-fluoro-6-iodo-1-methyl-4-oxo-1,4-dihydro-3-quinolinecarboxamide from Preparation No. 14 (0.600 g), propargyl alcohol (0.11 mL, 1.90 mmol), CuI (0.048 g, 0.25 mmol), and PdCl2(PPh3)2 (0.178 g, 0.25 mmol) in diethylamine (42.5 mL) and CH2Cl2 (50 mL) are warmed to 65° C. overnight. The reaction mixture is then concentratred in vacuo. Column chromatography (elution with 5-10% MeOH/CH2Cl2) gave the title compound as a solid. Starting materials: NC=1C(N(C(N(C1N)CC)=O)CC)=O (5,6-diamino-1,3-diethyluracil), COC1=C(C=C(C=CC(=O)O)C=C1)C (4-methoxy-3-methylcinnamic acid). The product is C(C)N1C(=O)N(C=2N=C(NC2C1=O)\C=C\C1=CC(=C(C=C1)OC)C)CC ((E)-1,3-Diethyl-8-(4-methoxy-3-methylstyryl)xanthine). Yield: 38.1%. Reaction SMILES: [NH2:1][C:2]1[C:3](=[O:14])[N:4]([CH2:12][CH3:13])[C:5](=[O:11])[N:6]([CH2:9][CH3:10])[C:7]=1[NH2:8].[CH3:15][O:16][C:17]1[CH:27]=[CH:26][C:20]([CH:21]=[CH:22][C:23](O)=O)=[CH:19][C:18]=1[CH3:28]>>[CH2:12]([N:4]1[C:3](=[O:14])[C:2]2[NH:1][C:23](/[CH:22]=[CH:21]/[C:20]3[CH:26]=[CH:27][C:17]([O:16][CH3:15])=[C:18]([CH3:28])[CH:19]=3)=[N:8][C:7]=2[N:6]([CH2:9][CH3:10])[C:5]1=[O:11])[CH3:13]. Reported procedure: Substantially the same procedure as in Example 7 was repeated using 2.50 g (12.6 mmol) of 5,6-diamino-1,3-diethyluracil and 3.00 g (13.9 mmol) of 4-methoxy-3-methylcinnamic acid. Then, the resultant crude crystals were recrystallized from dimethylsulfoxide/water to give 1.70 g (yield 36%) of Compound 110 as white flocculent precipitates. Starting materials: C1CCOC1, COC(=O)COCC#CCN1C(=O)CCCC1C=O, [H-], [Na+], COP(=O)(CC(=O)Cc1ccccc1)OC. The product is COC(=O)COCC#CCN1C(=O)CCCC1C=CC(=O)Cc1ccccc1. RXN SMILES: [CH2:38]1[O:39][CH2:40][CH2:41][CH2:42]1.[CH3:19][O:20][C:21]([CH2:22][O:23][CH2:24][C:25]#[C:26][CH2:27][N:28]1[CH:29]([CH:35]=[O:36])[CH2:30][CH2:31][CH2:32][C:33]1=[O:34])=[O:37].[H-:1].[Na+:2].[O:3]=[C:4]([CH2:5][P:6](=[O:7])([O:8][CH3:9])[O:10][CH3:11])[CH2:12][c:13]1[cH:14][cH:15][cH:16][cH:17][cH:18]1>>[O:3]=[C:4]([CH:5]=[CH:35][CH:29]1[N:28]([CH2:27][C:26]#[C:25][CH2:24][O:23][CH2:22][C:21]([O:20][CH3:19])=[O:37])[C:33](=[O:34])[CH2:32][CH2:31][CH2:30]1)[CH2:12][c:13]1[cH:14][cH:15][cH:16][cH:17][cH:18]1. Reactants: CN(C)C=O (DMF), C(C(=O)Cl)(=O)Cl (oxalyl chloride), O (water), N1=CNC(C2=C1C=CS2)=O (3H-thieno[3,2-d]pyrimidin-4-one). Run in C(Cl)Cl (DCM), C(Cl)Cl (DCM). Yields the product ClC1=C2C(=NC=C1)C=CS2 (7-chloro-thieno[3,2-b]pyridine). The yield is 100.0%. Reaction SMILES: CN(C=O)C.[C:6]([Cl:11])(=O)[C:7](Cl)=O.[N:12]1[C:17]2[CH:18]=[CH:19][S:20][C:16]=2C(=O)N[CH:13]=1.O>C(Cl)Cl>[Cl:11][C:6]1[CH:7]=[CH:13][N:12]=[C:17]2[CH:18]=[CH:19][S:20][C:16]=12. Procedure: To a solution of DMF (13.2 mL, 170 mmol) in DCM (100 mL) at 0° C. was added oxalyl chloride (22 mL, 252 mmol) in DCM (100 mL) very slowly over 1 hour. To the resulting white gel solution was added the 3H-thieno[3,2-d]pyrimidin-4-one (12 g, 79 mmol). The mixture was refluxed for 4 hours. After cooling, the mixture was purred into water (500 mL) and extracted with DCM (3×250 mL). Then the organic phase was dried over magnesium sulfate, filtered and concentrated to afford 7-chloro-thieno[3,2-b]pyri... Reactants: CO, COC(=O)c1cc2cccnc2s1, [Na+], [OH-], O. The product is O=C(O)c1cc2cccnc2s1. As a reaction SMILES: [CH3:16][OH:17].[CH3:1][O:2][C:3](=[O:4])[c:5]1[cH:6][c:7]2[c:8]([n:9][cH:10][cH:11][cH:12]2)[s:13]1.[Na+:15].[OH-:14].[OH2:18]>>[O:2]=[C:3]([OH:4])[c:5]1[cH:6][c:7]2[c:8]([n:9][cH:10][cH:11][cH:12]2)[s:13]1. Starting materials: CN(C)C=O, [H-], [Na+], CC(C)(CO)NC(=O)C(F)(F)C(O)(Cn1cncn1)c1ccc(F)cc1F. The product is COCC(C)(C)NC(=O)C(F)(F)C(O)(Cn1cncn1)c1ccc(F)cc1F. RXN SMILES: [CH3:30][N:31]([CH3:32])[CH:33]=[O:34].[H-:28].[Na+:29].[OH:1][CH2:2][C:3]([CH3:4])([CH3:5])[NH:6][C:7]([C:8]([C:9]([CH2:10][n:11]1[n:12][cH:13][n:14][cH:15]1)([OH:16])[c:17]1[c:18]([F:24])[cH:19][c:20]([F:23])[cH:21][cH:22]1)([F:25])[F:26])=[O:27]>>[O:1]([CH2:2][C:3]([CH3:4])([CH3:5])[NH:6][C:7]([C:8]([C:9]([CH2:10][n:11]1[n:12][cH:13][n:14][cH:15]1)([OH:16])[c:17]1[c:18]([F:24])[cH:19][c:20]([F:23])[cH:21][cH:22]1)([F:25])[F:26])=[O:27])[CH3:30]. Starting materials: CC(C)(C)O, COc1cc2nc(Cl)nc(-c3ccc(C(C)C)cc3)c2cc1OC, Oc1ccccc1. The product is COc1cc2nc(Oc3ccccc3)nc(-c3ccc(C(C)C)cc3)c2cc1OC. As a reaction SMILES: [C:32]([OH:33])([CH3:34])([CH3:35])[CH3:36].[Cl:8][c:9]1[n:10][c:11]2[cH:12][c:13]([O:30][CH3:31])[c:14]([O:28][CH3:29])[cH:15][c:16]2[c:17](-[c:19]2[cH:20][cH:21][c:22]([CH:25]([CH3:26])[CH3:27])[cH:23][cH:24]2)[n:18]1.[OH:1][c:2]1[cH:3][cH:4][cH:5][cH:6][cH:7]1>>[O:1]([c:2]1[cH:3][cH:4][cH:5][cH:6][cH:7]1)[c:9]1[n:10][c:11]2[cH:12][c:13]([O:30][CH3:31])[c:14]([O:28][CH3:29])[cH:15][c:16]2[c:17](-[c:19]2[cH:20][cH:21][c:22]([CH:25]([CH3:26])[CH3:27])[cH:23][cH:24]2)[n:18]1.